From a dataset of the Open Reaction Database (ORD), a public repository of structured organic reaction records. describe an organic reaction: reactants, conditions, products, and yield Reactants: BrCC1=C(C(=O)OCC)C=CN=C1Cl (ethyl 3-(bromomethyl)-2-chloroisonicotinate), Cl.CC=1C=C(C=NC1OC=1C=NC(=CC1)C(F)(F)F)C(C)N (1-(5-methyl-6-((6-(trifluoromethyl)pyridin-3-yl)oxy)pyridin-3-yl)ethanamine hydrochloride). The product is ClC1=NC=CC2=C1CN(C2=O)C(C)C=2C=NC(=C(C2)C)OC=2C=NC(=CC2)C(F)(F)F (4-chloro-2-(1-(5-methyl-6-((6-(trifluoromethyl)pyridin-3-yl)oxy)pyridin-3-yl)ethyl)-2,3-dihydro-1H-pyrrolo[3,4-c]pyridin-1-one). Yield: 50.0%. As a reaction SMILES: Br[CH2:2][C:3]1[C:13]([Cl:14])=[N:12][CH:11]=[CH:10][C:4]=1[C:5]([O:7]CC)=O.Cl.[CH3:16][C:17]1[CH:18]=[C:19]([CH:34]([NH2:36])[CH3:35])[CH:20]=[N:21][C:22]=1[O:23][C:24]1[CH:25]=[N:26][C:27]([C:30]([F:33])([F:32])[F:31])=[CH:28][CH:29]=1>>[Cl:14][C:13]1[C:3]2[CH2:2][N:36]([CH:34]([C:19]3[CH:20]=[N:21][C:22]([O:23][C:24]4[CH:25]=[N:26][C:27]([C:30]([F:33])([F:32])[F:31])=[CH:28][CH:29]=4)=[C:17]([CH3:16])[CH:18]=3)[CH3:35])[C:5](=[O:7])[C:4]=2[CH:10]=[CH:11][N:12]=1 |f:1.2|. Reported procedure: The title compound is prepared in 50% yield (160 mg, colorless amorphous solid) from ethyl 3-(bromomethyl)-2-chloroisonicotinate (200 mg, 0.73 mmol, Step-1 of Intermediate-1) and 1-(5-methyl-6-((6-(trifluoromethyl)pyridin-3-yl)oxy)pyridin-3-yl)ethanamine hydrochloride (290 mg, 0.86 mmol, Amine-41, single enantiomer) in a similar manner to Intermediate-2. Starting materials: COC(C)(C)C(=O)O, CNOC, CN(C)c1ccncc1, C(=NC1CCCCC1)=NC1CCCCC1, ClCCl. Yields the product CON(C)C(=O)C(C)(C)OC. RXN SMILES: [CH3:1][O:2][C:3]([C:4](=[O:5])[OH:6])([CH3:7])[CH3:8].[CH3:24][O:25][NH:26][CH3:27].[CH3:31][N:32]([c:33]1[cH:34][cH:35][n:36][cH:37][cH:38]1)[CH3:39].[CH:9]1([N:10]=[C:11]=[N:12][CH:13]2[CH2:14][CH2:15][CH2:16][CH2:17][CH2:18]2)[CH2:19][CH2:20][CH2:21][CH2:22][CH2:23]1.[Cl:28][CH2:29][Cl:30]>>[CH3:1][O:2][C:3]([C:4](=[O:6])[N:26]([O:25][CH3:24])[CH3:27])([CH3:7])[CH3:8]. The reactants are COC(=O)C=Cc1ccc(CC(C)=O)cc1, O, NCC(O)c1ccccc1, c1ccccc1. The product is COC(=O)C=Cc1ccc(CC(C)NCC(O)c2ccccc2)cc1. Reaction SMILES: [C:1](=[O:2])([O:3][CH3:4])[CH:5]=[CH:6][c:7]1[cH:8][cH:9][c:10]([CH2:13][C:14]([CH3:15])=[O:16])[cH:11][cH:12]1.[OH2:27].[OH:17][CH:18]([CH2:19][NH2:20])[c:21]1[cH:22][cH:23][cH:24][cH:25][cH:26]1.[cH:28]1[cH:29][cH:30][cH:31][cH:32][cH:33]1>>[C:1](=[O:2])([O:3][CH3:4])[CH:5]=[CH:6][c:7]1[cH:8][cH:9][c:10]([CH2:13][CH:14]([CH3:15])[NH:20][CH2:19][CH:18]([OH:17])[c:21]2[cH:22][cH:23][cH:24][cH:25][cH:26]2)[cH:11][cH:12]1. Reactants: BrBr (Bromine), CC1=CC(NC(N1)=O)=O (6-methyl-2,4(1H,3H)pyrimidinedione). The solvent is C(C)(=O)O (acetic acid). Conditions: time 16 hour. Product: BrC=1C(NC(NC1C)=O)=O (5-Bromo-6-methyl-2,4(1H,3H)pyrimidinedione). Yield: 77.9%. Reaction SMILES: [Br:1]Br.[CH3:3][C:4]1[NH:9][C:8](=[O:10])[NH:7][C:6](=[O:11])[CH:5]=1>C(O)(=O)C>[Br:1][C:5]1[C:6](=[O:11])[NH:7][C:8](=[O:10])[NH:9][C:4]=1[CH3:3]. Reported procedure: Bromine (39.97 g, 0.25 mole) was added dropwise to a cooled mixture of 31.5 g (0.25 mole) of 6-methyl-2,4(1H,3H)pyrimidinedione in 200 ml of glacial acetic acid. The resulting mixture was stirred at ambient temperature for 16 hours and then filtered. The solid which was collected was washed with water and dried in vacuo overnight at 69° C. to give 39.9 g of the product as a white solid, mp 254° C. (dec.).